This data is from the Open Reaction Database (ORD), a public repository of structured organic reaction records. The task is: describe an organic reaction: reactants, conditions, products, and yield Reactants: O=[N+]([O-])c1ccc(Br)cn1, CC(C)(C)OC(=O)N1CC2(CNC2)C1, CS(C)=O, O. The product is CC(C)(C)OC(=O)N1CC2(C1)CN(c1ccc([N+](=O)[O-])nc1)C2. RXN SMILES: [Br:15][c:16]1[cH:17][cH:18][c:19]([N+:22](=[O:23])[O-:24])[n:20][cH:21]1.[CH2:1]1[N:2]([C:8](=[O:9])[O:10][C:11]([CH3:12])([CH3:13])[CH3:14])[CH2:3][C:4]12[CH2:5][NH:6][CH2:7]2.[CH3:25][S:26]([CH3:27])=[O:28].[OH2:29]>>[CH2:1]1[N:2]([C:8](=[O:9])[O:10][C:11]([CH3:12])([CH3:13])[CH3:14])[CH2:3][C:4]12[CH2:5][N:6]([c:16]1[cH:17][cH:18][c:19]([N+:22](=[O:23])[O-:24])[n:20][cH:21]1)[CH2:7]2. Starting materials: CCCCCCOc1cccc(OCCCCC=O)c1, C1CCOC1, CN, O. The product is CCCCCCOc1cccc(OCCCCCNC)c1. Reaction SMILES: [CH2:1]([CH2:2][CH2:3][CH2:4][CH2:5][CH3:6])[O:7][c:8]1[cH:9][c:10]([O:11][CH2:12][CH2:13][CH2:14][CH2:15][CH:16]=[O:17])[cH:18][cH:19][cH:20]1.[CH2:21]1[O:22][CH2:23][CH2:24][CH2:25]1.[CH3:26][NH2:27].[OH2:28]>>[CH2:1]([CH2:2][CH2:3][CH2:4][CH2:5][CH3:6])[O:7][c:8]1[cH:9][c:10]([O:11][CH2:12][CH2:13][CH2:14][CH2:15][CH2:16][NH:27][CH3:26])[cH:18][cH:19][cH:20]1.